From a dataset of the Open Reaction Database (ORD), a public repository of structured organic reaction records. describe an organic reaction: reactants, conditions, products, and yield Starting materials: Cl (HCl), COC(C(=C(SC)SC)C#N)=O (2-cyano-3,3-bis-methylsulfanyl-acrylic acid methyl ester), 1a, C(#N)CC(=S)N (2-cyano-thioacetamide), C(=O)([O-])[O-].[K+].[K+] (K2CO3). Run in CS(=O)C (DMSO). Run at time 18 hour. The product is OC1=C(C(=C(C(N1)=S)C#N)SC)C#N (6-hydroxy-4-methylsulfanyl-2-thioxo-1,2-dihydro-pyridine-3,5-dicarbonitrile), 1b. Yield: 90.0%. Reaction SMILES: CO[C:3](=[O:12])[C:4]([C:10]#[N:11])=[C:5]([S:8][CH3:9])SC.[C:13]([CH2:15][C:16]([NH2:18])=[S:17])#[N:14].C([O-])([O-])=O.[K+].[K+].Cl>CS(C)=O>[OH:12][C:3]1[NH:18][C:16](=[S:17])[C:15]([C:13]#[N:14])=[C:5]([S:8][CH3:9])[C:4]=1[C:10]#[N:11] |f:2.3.4|. Procedure details: 2-cyano-3,3-bis-methylsulfanyl-acrylic acid methyl ester Compound 1a (25.0 g, 123 mmol) was combined with 97% 2-cyano-thioacetamide (12.7 g, 123 mmol) and K2CO3 (51.0 g, 369 mmol) in DMSO (300 mL) at room temperature. The reaction was stirred for 18 hrs. The cooled reaction mixture (0° C.) was slowly acidified with 1N HCl. The resultant yellow precipitate was collected by filtration and sequentially washed with 1N HCl, water, MeOH and hexane to give 6-hydroxy-4-methylsulfanyl-2-thioxo-1,2-dihydr... Starting materials: S(=O)(=O)(C)Cl (mesyl chloride), [OH-].[Na+] (Sodium hydroxide), C(C)(C)(C)C1=CC=C(C(=O)NC2=C(C(=CC=C2)C=2N=C(C(N(C2)C)=O)NC2=CC=C(C=C2)CCO)C)C=C1 (4-tert-Butyl-N-(3-{6-[4-(2-hydroxy-ethyl)-phenylamino]-4-methyl-5-oxo-4,5-dihydro-pyrazin-2-yl}-2-methyl-phenyl)-benzamide), C(C)(C)N(CC)C(C)C (diisopropylethyl amine). Run in C(Cl)Cl (CH2Cl2), C(Cl)Cl (CH2Cl2). The product is C(C)(C)(C)C1=CC=C(C(=O)NC=2C(=C(C=CC2)C2=CN(C(C(=N2)NC2=CC=C(C=C2)CCOS(=O)(=O)C)=O)C)C)C=C1 (Methanesulfonic acid 2-(4-{6-[3-(4-tert-butyl-benzoylamino)-2-methyl-phenyl]4-methyl-3-oxo-3,4-dihydro-pyrazin-2-ylamino}-phenyl)-ethyl ester). As a reaction SMILES: [C:1]([C:5]1[CH:38]=[CH:37][C:8]([C:9]([NH:11][C:12]2[CH:17]=[CH:16][CH:15]=[C:14]([C:18]3[N:19]=[C:20]([NH:26][C:27]4[CH:32]=[CH:31][C:30]([CH2:33][CH2:34][OH:35])=[CH:29][CH:28]=4)[C:21](=[O:25])[N:22]([CH3:24])[CH:23]=3)[C:13]=2[CH3:36])=[O:10])=[CH:7][CH:6]=1)([CH3:4])([CH3:3])[CH3:2].C(N(C(C)C)CC)(C)C.[S:48](Cl)([CH3:51])(=[O:50])=[O:49].[OH-].[Na+]>C(Cl)Cl>[C:1]([C:5]1[CH:38]=[CH:37][C:8]([C:9]([NH:11][C:12]2[C:13]([CH3:36])=[C:14]([C:18]3[N:19]=[C:20]([NH:26][C:27]4[CH:28]=[CH:29][C:30]([CH2:33][CH2:34][O:35][S:48]([CH3:51])(=[O:50])=[O:49])=[CH:31][CH:32]=4)[C:21](=[O:25])[N:22]([CH3:24])[CH:23]=3)[CH:15]=[CH:16][CH:17]=2)=[O:10])=[CH:7][CH:6]=1)([CH3:4])([CH3:2])[CH3:3] |f:3.4|. Procedure details: A solution of 5-bromo-3-[4-(2-hydroxy-ethyl)-phenylamino]-1-methyl-1H-pyrazin-2-one (2) (1.2 g; 2.35 mmol) in CH2Cl2 (30 mL) was cooled to 0° C. and 1.5 mL of diisopropylethyl amine was added. A second solution containing 0.75 mL mesyl chloride in 3 mL CH2Cl2 was added dropwise to the stirring reaction solution under N2 and the reaction allowed to warm to rt for 1 hr. 0.1N Sodium hydroxide was then added carefully to the reaction, and the layers separated. The CH2Cl2 layer was washed with brine ... Reactants: CS(=O)(=O)OC1CC(COCCO)N(C(=O)OCc2ccccc2)C1, CCNCC, C[O-], CO, CC(=O)O, ClCCl, FC(F)=C(F)C(F)(F)F, [Na+], O. Yields the product CS(=O)(=O)OC1CC(COCCF)N(C(=O)OCc2ccccc2)C1. RXN SMILES: [CH2:1]([c:2]1[cH:3][cH:4][cH:5][cH:6][cH:7]1)[O:8][C:9](=[O:10])[N:11]1[CH:12]([CH2:21][O:22][CH2:23][CH2:24][OH:25])[CH2:13][CH:14]([O:16][S:17](=[O:18])(=[O:19])[CH3:20])[CH2:15]1.[CH2:26]([NH:27][CH2:28][CH3:29])[CH3:30].[CH3:41][O-:42].[CH3:47][OH:48].[CH3:49][C:50](=[O:51])[OH:52].[Cl:44][CH2:45][Cl:46].[F:31][C:32]([F:33])([F:34])[C:35]([F:36])=[C:37]([F:38])[F:39].[Na+:43].[OH2:40]>>[CH2:1]([c:2]1[cH:3][cH:4][cH:5][cH:6][cH:7]1)[O:8][C:9](=[O:10])[N:11]1[CH:12]([CH2:21][O:22][CH2:23][CH2:24][F:31])[CH2:13][CH:14]([O:16][S:17](=[O:18])(=[O:19])[CH3:20])[CH2:15]1. The reactants are C(CC#C)O (but-3-yn-1-ol), O1CCCC=C1 (dihyropyran), C1(=CC=C(C=C1)S(=O)(=O)[O-])C.[NH+]1=CC=CC=C1 (pyridinium p-toluene sulfonate), O (Water). Run in ClCCl (dichloromethane). Reaction conditions: time 4 day. Product: C(CC#C)OC1OCCCC1 (2-(but-3-ynyloxy)tetrahydro-2H-pyran). Isolated yield 97.8%. Reaction SMILES: [CH2:1]([OH:5])[CH2:2][C:3]#[CH:4].[O:6]1[CH:11]=[CH:10][CH2:9][CH2:8][CH2:7]1.C1(C)C=CC(S([O-])(=O)=O)=CC=1.[NH+]1C=CC=CC=1.O>ClCCl>[CH2:1]([O:5][CH:7]1[CH2:8][CH2:9][CH2:10][CH2:11][O:6]1)[CH2:2][C:3]#[CH:4] |f:2.3|. Procedure: A solution of but-3-yn-1-ol (10.00 g, 143 mmol) in dichloromethane (310 mL) was treated with dihyropyran (18.10 g, 215 mmol) and pyridinium p-toluene sulfonate (3.60 g, 14.30 mmol). The reaction mixture was stirred at room temperature for 4 days. Water was added and the layers were partitioned. The organic layer was washed with brine, dried over magnesium sulfate, filtered and evaporated under reduced pressure. The crude material was purified by flash chromatography on silica gel using 1:1 ethyl... The reactants are C(C)[C@@H]1[C@@H]([C@]2(C)[C@@H](C1)[C@@H]1CCC3=CC(CC[C@@H]3[C@H]1CC2)=O)OC(CBr)=O (16β-ethyl-17β-bromoacetoxy-4-estren-3-one), C(C)(=O)[O-].[K+] (potassium acetate). Solvent: CC(=O)C (acetone), O (water). The product is C(C)[C@@H]1[C@@H]([C@]2(C)[C@@H](C1)[C@@H]1CCC3=CC(CC[C@@H]3[C@H]1CC2)=O)OC(COC(C)=O)=O (16β-Ethyl-17β-acetoxyacetoxy-4-estren-3-one). Yield: 35.1%. As a reaction SMILES: [CH2:1]([C@H:3]1[CH2:8][C@H:7]2[C@H:9]3[C@H:18]([CH2:19][CH2:20][C@:5]2([CH3:6])[C@H:4]1[O:22][C:23](=[O:26])[CH2:24]Br)[C@@H:17]1[C:12](=[CH:13][C:14](=[O:21])[CH2:15][CH2:16]1)[CH2:11][CH2:10]3)[CH3:2].[C:27]([O-:30])(=[O:29])[CH3:28].[K+]>CC(C)=O.O>[CH2:1]([C@H:3]1[CH2:8][C@H:7]2[C@H:9]3[C@H:18]([CH2:19][CH2:20][C@:5]2([CH3:6])[C@H:4]1[O:22][C:23](=[O:26])[CH2:24][O:30][C:27](=[O:29])[CH3:28])[C@@H:17]1[C:12](=[CH:13][C:14](=[O:21])[CH2:15][CH2:16]1)[CH2:11][CH2:10]3)[CH3:2] |f:1.2|. Reported procedure: A mixture of 2.1 g of 16β-ethyl-17β-bromoacetoxy-4-estren-3-one and 1.0 g of potassium acetate is stirred in a mixture of 50 ml of acetone and 3 ml of water for 20 hours. The acetone is distilled off under reduced pressure and the residue is extracted with 150 ml of ethyl acetate. The organic layer is separated, washed with water and saturated aqueous sodium chloride and dried over anhydrous magnesium sulfate. The solvent is then distilled off under reduced pressure and the residue is subjected ... Reactants: C(=C)C=1C2=CC3=C(C(=C(N3)C=C3C(=C(C(C=C4C(=C(C(=CC(C1C)=N2)N4)C=C)C)=N3)C)CCCBr)CCCBr)C (7,12-diethenyl-3,8,13,17-tetramethyl-2,18-bis(3-bromopropyl)-21H,23H-porphin), N1=CC=CC=C1 (pyridine). Product: 94.5, [Br-].[Br-].C(=C)C=1C2=CC3=C(C(=C(N3)C=C3C(=C(C(C=C4C(=C(C(=CC(C1C)=N2)N4)C=C)C)=N3)C)CCC[N+]3=CC=CC=C3)CCC[N+]3=CC=CC=C3)C (7,12-diethenyl-3,8,13,17-tetramethyl-2,18-bis(3-pyridiniopropyl)-21H,23H-porphin dibromide). As a reaction SMILES: [CH:1]([C:3]1[C:4]2[N:25]=[C:22]([C:23]=1[CH3:24])[CH:21]=[C:20]1[NH:26][C:17]([C:18]([CH3:29])=[C:19]1[CH:27]=[CH2:28])=[CH:16][C:15]1=[N:30][C:12]([C:13]([CH2:32][CH2:33][CH2:34][Br:35])=[C:14]1[CH3:31])=[CH:11][C:9]1[NH:10][C:6](=[C:7]([CH3:40])[C:8]=1[CH2:36][CH2:37][CH2:38]Br)[CH:5]=2)=[CH2:2].[N:41]1[CH:46]=[CH:45][CH:44]=[CH:43][CH:42]=1>>[Br-:35].[Br-:35].[CH:1]([C:3]1[C:4]2[N:25]=[C:22]([C:23]=1[CH3:24])[CH:21]=[C:20]1[NH:26][C:17]([C:18]([CH3:29])=[C:19]1[CH:27]=[CH2:28])=[CH:16][C:15]1=[N:30][C:12]([C:13]([CH2:32][CH2:33][CH2:34][N+:41]3[CH:46]=[CH:45][CH:44]=[CH:43][CH:42]=3)=[C:14]1[CH3:31])=[CH:11][C:9]1[NH:10][C:6](=[C:7]([CH3:40])[C:8]=1[CH2:36][CH2:37][CH2:38][N+:41]1[CH:46]=[CH:45][CH:44]=[CH:43][CH:42]=1)[CH:5]=2)=[CH2:2] |f:2.3.4|. Procedure details: To 100 mg of 7,12-diethenyl-3,8,13,17-tetramethyl-2,18-bis(3-bromopropyl)-21H,23H-porphin, 2 ml of pyridine is added, followed by refluxing for 5 hours. The precipitated crystals are recovered by filtration, washed with 3 ml of pyridine and dried, whereby 116 mg (yield 94.5 of brownish black desired compound is obtained. The reactants are CCN=C=NCCCN(C)C, CNc1ccc2cc(-c3n[nH]c4c3CCC(C)(C)C4)[nH]c2c1, Cl, O=C(O)CN1CCOCC1=O, c1ccncc1. The product is CN(C(=O)CN1CCOCC1=O)c1ccc2cc(-c3n[nH]c4c3CCC(C)(C)C4)[nH]c2c1. RXN SMILES: [CH2:35]([N:36]=[C:37]=[N:38][CH2:39][CH2:40][CH2:41][N:42]([CH3:43])[CH3:44])[CH3:45].[CH3:1][C:2]1([CH3:22])[CH2:3][CH2:4][c:5]2[c:6](-[c:11]3[nH:12][c:13]4[cH:14][c:15]([NH:20][CH3:21])[cH:16][cH:17][c:18]4[cH:19]3)[n:7][nH:8][c:9]2[CH2:10]1.[ClH:34].[O:23]=[C:24]1[CH2:25][O:26][CH2:27][CH2:28][N:29]1[CH2:30][C:31](=[O:32])[OH:33].[cH:46]1[cH:47][cH:48][n:49][cH:50][cH:51]1>>[CH3:1][C:2]1([CH3:22])[CH2:3][CH2:4][c:5]2[c:6](-[c:11]3[nH:12][c:13]4[cH:14][c:15]([N:20]([CH3:21])[C:31]([CH2:30][N:29]5[C:24](=[O:23])[CH2:25][O:26][CH2:27][CH2:28]5)=[O:33])[cH:16][cH:17][c:18]4[cH:19]3)[n:7][nH:8][c:9]2[CH2:10]1. The yield is 64.4%. Reported procedure: A mixture of (E)-ethyl 3-(4-((E)-2-(3-hydroxyphenyl)-1-(1-(tetrahydro-2H-pyran-2-yl)-1H-indazol-5-yl)but-1-en-1-yl)phenyl)acrylate (300 mg, 0.57 mmol; Compound 346, Step 1), CuBr (3.6 mg, 0.025 mmol), Cs2CO3 (320 mg, 0.98 mmol), 2-iodopyridine (103 mg, 0.50 mmol), 1-(pyridin-2-yl)propan-2-one (15 mg, 0.11 mmol), and DMSO (1 mL) was degassed with three vacuum/N2 cycles, heated at 80° C. for 5 h, heated at 90° C. for 2 h, and then stirred at rt for 14 h. The reaction was diluted with EtOAc and fil... The solvent is CS(=O)C (DMSO). Reactants: OC=1C=C(C=CC1)/C(=C(/C=1C=C2C=NN(C2=CC1)C1OCCCC1)\C1=CC=C(C=C1)/C=C/C(=O)OCC)/CC ((E)-ethyl 3-(4-((E)-2-(3-hydroxyphenyl)-1-(1-(tetrahydro-2H-pyran-2-yl)-1H-indazol-5-yl)but-1-en-1-yl)phenyl)acrylate), OC=1C=C(C=CC1)/C(=C(/C=1C=C2C=NN(C2=CC1)C1OCCCC1)\C1=CC=C(C=C1)/C=C/C(=O)OCC)/CC ((E)-ethyl 3-(4-((E)-2-(3-hydroxyphenyl)-1-(1-(tetrahydro-2H-pyran-2-yl)-1H-indazol-5-yl)but-1-en-1-yl)phenyl)acrylate), CuBr, C(=O)([O-])[O-].[Cs+].[Cs+] (Cs2CO3), IC1=NC=CC=C1 (2-iodopyridine), N1=C(C=CC=C1)CC(C)=O (1-(pyridin-2-yl)propan-2-one). The product is N1=C(C=CC=C1)OC=1C=C(C=CC1)/C(=C(/C=1C=C2C=NN(C2=CC1)C1OCCCC1)\C1=CC=C(C=C1)/C=C/C(=O)OCC)/CC ((E)-ethyl 3-(4-((E)-2-(3-(pyridin-2-yloxy)phenyl)-1-(1-(tetrahydro-2H-pyran-2-yl)-1H-indazol-5-yl)but-1-en-1-yl)phenyl)acrylate). Reaction conditions: temperature 80 celsius, time 14 hour. As a reaction SMILES: [OH:1][C:2]1[CH:3]=[C:4](/[C:8](/[CH2:38][CH3:39])=[C:9](\[C:25]2[CH:30]=[CH:29][C:28](/[CH:31]=[CH:32]/[C:33]([O:35][CH2:36][CH3:37])=[O:34])=[CH:27][CH:26]=2)/[C:10]2[CH:11]=[C:12]3[C:16](=[CH:17][CH:18]=2)[N:15]([CH:19]2[CH2:24][CH2:23][CH2:22][CH2:21][O:20]2)[N:14]=[CH:13]3)[CH:5]=[CH:6][CH:7]=1.C([O-])([O-])=O.[Cs+].[Cs+].I[C:47]1[CH:52]=[CH:51][CH:50]=[CH:49][N:48]=1.N1C=CC=CC=1CC(=O)C>CS(C)=O>[N:48]1[CH:49]=[CH:50][CH:51]=[CH:52][C:47]=1[O:1][C:2]1[CH:3]=[C:4](/[C:8](/[CH2:38][CH3:39])=[C:9](\[C:25]2[CH:26]=[CH:27][C:28](/[CH:31]=[CH:32]/[C:33]([O:35][CH2:36][CH3:37])=[O:34])=[CH:29][CH:30]=2)/[C:10]2[CH:11]=[C:12]3[C:16](=[CH:17][CH:18]=2)[N:15]([CH:19]2[CH2:24][CH2:23][CH2:22][CH2:21][O:20]2)[N:14]=[CH:13]3)[CH:5]=[CH:6][CH:7]=1 |f:1.2.3|. The reactants are NC1=CC=C2C(=N1)C(=CN2)C2CCN(CC2)C (5-amino-3-(1-methylpiperidin-4-yl)pyrrolo[3,2-b]pyridine), BrC1=C(C(=O)Cl)C=CC=C1 (2-bromobenzoyl chloride). Yields the product BrC1=C(C(=O)NC2=CC=C3C(=N2)C(=CN3)C3CCN(CC3)C)C=CC=C1 (5-(N-[2-bromobenzoyl]amino)-3-(1-methylpiperidin-4-yl)pyrrolo[3,2-b]pyridine). Yield: 96.8%. RXN SMILES: [NH2:1][C:2]1[N:7]=[C:6]2[C:8]([CH:11]3[CH2:16][CH2:15][N:14]([CH3:17])[CH2:13][CH2:12]3)=[CH:9][NH:10][C:5]2=[CH:4][CH:3]=1.[Br:18][C:19]1[CH:27]=[CH:26][CH:25]=[CH:24][C:20]=1[C:21](Cl)=[O:22]>>[Br:18][C:19]1[CH:27]=[CH:26][CH:25]=[CH:24][C:20]=1[C:21]([NH:1][C:2]1[N:7]=[C:6]2[C:8]([CH:11]3[CH2:16][CH2:15][N:14]([CH3:17])[CH2:13][CH2:12]3)=[CH:9][NH:10][C:5]2=[CH:4][CH:3]=1)=[O:22]. Procedure: Beginning with 0.015 gm (0.065 mMol) 5-amino-3-(1-methylpiperidin-4-yl)pyrrolo[3,2-b]pyridine and 0.0099 mL (0.072 mMol) 2-bromobenzoyl chloride, 0.026 gm (96%) of the title compound were prepared essentially by the procedure described in Example 7.